Dataset: the Open Reaction Database (ORD), a public repository of structured organic reaction records. Task: describe an organic reaction: reactants, conditions, products, and yield The reactants are CC1C(NN=C(S1)C1=CC=NC=C1)=O (6-Methyl-2-(4-pyridyl)-4H,6H-1,3,4-thiadiazin-5-one), C1=CC=C(C(=C1)C(=O)CBr)Cl (2'-chlorophenacyl bromide). The solvent is C(C)O (ethanol). Run at time 1 day. The product is [Br-].ClC1=C(C=CC=C1)C(=O)C[N+]1=CC=C(C=C1)C=1SC(C(NN1)=O)C (1-[(2-chlorophenyl)carbonylmethyl]-4-(6-methyl-4H,6H-1,3,4-thiadiazin-5-one-2-yl)pyridinium bromide). RXN SMILES: [CH3:1][CH:2]1[S:7][C:6]([C:8]2[CH:13]=[CH:12][N:11]=[CH:10][CH:9]=2)=[N:5][NH:4][C:3]1=[O:14].[CH:15]1[CH:20]=[C:19]([C:21]([CH2:23][Br:24])=[O:22])[C:18]([Cl:25])=[CH:17][CH:16]=1>C(O)C>[Br-:24].[Cl:25][C:18]1[CH:17]=[CH:16][CH:15]=[CH:20][C:19]=1[C:21]([CH2:23][N+:11]1[CH:12]=[CH:13][C:8]([C:6]2[S:7][CH:2]([CH3:1])[C:3](=[O:14])[NH:4][N:5]=2)=[CH:9][CH:10]=1)=[O:22] |f:3.4|. Procedure: 6-Methyl-2-(4-pyridyl)-4H,6H-1,3,4-thiadiazin-5-one (415 mg, 2 mmol) and 2'-chlorophenacyl bromide (654 mg, 2.8 mmol) were dissolved in absolute ethanol (6 ml) and stirred at room temperature for one day. The solvent was removed under reduced pressure to obtain 1-[(2-chlorophenyl)carbonylmethyl]-4-(6-methyl-4H,6H-1,3,4-thiadiazin-5-one-2-yl)pyridinium bromide as yellow brown gum. The salt was dissolved in methanol (7 ml), gradually added with sodium borohydride (756 mg, 20 mmol) under ice coolin... Reactants: OC1=C(NS(C2=C1N(C=1C=CC(=CC21)OC)C)(=O)=O)C(=O)OC (methyl 2,5-dihydro-4-hydroxy-8-methoxy-5-methyl-1,2-thiazino[5,6-b]indole-3-carboxylate 1,1-dioxide), CI (methyl iodide), Example 18 ( f ), [OH-].[Na+] (sodium hydroxide). Solvent: CO (methanol). The product is CN1S(C2=C(N(C=3C=CC(=CC23)OC)C)C(=C1C(=O)OC)O)(=O)=O (methyl 2,5-dihydro-2,5-dimethyl-4-hydroxy-8-methoxy-1,2-thiazino[5,6-b]indole-3-carboxylate 1,1-dioxide). Isolated yield 85.0%. RXN SMILES: [OH:1][C:2]1[C:7]2[N:8]([CH3:17])[C:9]3[CH:10]=[CH:11][C:12]([O:15][CH3:16])=[CH:13][C:14]=3[C:6]=2[S:5](=[O:19])(=[O:18])[NH:4][C:3]=1[C:20]([O:22][CH3:23])=[O:21].[OH-].[Na+].[CH3:26]I>CO>[CH3:26][N:4]1[C:3]([C:20]([O:22][CH3:23])=[O:21])=[C:2]([OH:1])[C:7]2[N:8]([CH3:17])[C:9]3[CH:10]=[CH:11][C:12]([O:15][CH3:16])=[CH:13][C:14]=3[C:6]=2[S:5]1(=[O:19])=[O:18] |f:1.2|. Procedure: 20.4 gm (60 millimols) of methyl 2,5-dihydro-4-hydroxy-8-methoxy-5-methyl-1,2-thiazino[5,6-b]indole-3-carboxylate 1,1-dioxide were reacted analogous to Example 18 (f) wtih a sodium hydroxide solution and methyl iodide in methanol to yield 17.9 gm (85% of theory) of methyl 2,5-dihydro-2,5-dimethyl-4-hydroxy-8-methoxy-1,2-thiazino[5,6-b]indole-3-carboxylate 1,1-dioxide; M.p.: 200°-201° C. Yields the product CCc1cccc(OCc2ccccc2)c1. The reactants are BrCc1ccccc1, O=C([O-])[O-], CCc1cccc(O)c1, CN(C)C=O, [K+], [K+], O. RXN SMILES: [Br:16][CH2:17][c:18]1[cH:19][cH:20][cH:21][cH:22][cH:23]1.[C:1](=[O:2])([O-:3])[O-:4].[CH2:7]([CH3:8])[c:9]1[cH:10][c:11]([OH:15])[cH:12][cH:13][cH:14]1.[CH3:25][N:26]([CH3:27])[CH:28]=[O:29].[K+:5].[K+:6].[OH2:24]>>[CH2:7]([CH3:8])[c:9]1[cH:10][c:11]([O:15][CH2:17][c:18]2[cH:19][cH:20][cH:21][cH:22][cH:23]2)[cH:12][cH:13][cH:14]1. Reactants: C1CCNCC1, CCO, O=C1Cc2c(cccc2-c2ccc(Cl)cc2)N1, Cc1[nH]c(C=O)c(C)c1C(=O)NCCN1CCCC1. The product is Cc1[nH]c(C=C2C(=O)Nc3cccc(-c4ccc(Cl)cc4)c32)c(C)c1C(=O)NCCN1CCCC1. Reaction SMILES: [CH2:37]1[CH2:38][CH2:39][NH:40][CH2:41][CH2:42]1.[CH3:43][CH2:44][OH:45].[Cl:1][c:2]1[cH:3][cH:4][c:5](-[c:8]2[c:9]3[c:13]([cH:14][cH:15][cH:16]2)[NH:12][C:11](=[O:17])[CH2:10]3)[cH:6][cH:7]1.[N:18]1([CH2:23][CH2:24][NH:25][C:26](=[O:27])[c:28]2[c:29]([CH3:36])[nH:30][c:31]([CH:34]=[O:35])[c:32]2[CH3:33])[CH2:19][CH2:20][CH2:21][CH2:22]1>>[Cl:1][c:2]1[cH:3][cH:4][c:5](-[c:8]2[c:9]3[c:13]([cH:14][cH:15][cH:16]2)[NH:12][C:11](=[O:17])[C:10]3=[CH:34][c:31]2[nH:30][c:29]([CH3:36])[c:28]([C:26]([NH:25][CH2:24][CH2:23][N:18]3[CH2:19][CH2:20][CH2:21][CH2:22]3)=[O:27])[c:32]2[CH3:33])[cH:6][cH:7]1. The reactants are N1(CCCC1)CCN (2-(pyrrolidin-1-yl)ethanamine), CCN(C(C)C)C(C)C (DIEA), CC=1C=C(OC1C=C1C(NC2=CC=CC=C12)=O)C=1C=C(C(=O)O)C=CC1 (3-(4-methyl-5-((2-oxoindolin-3-ylidene)methyl)furan-2-yl)benzoic acid), C=1C=CC2=C(C1)N=NN2O (HOBt), CCN=C=NCCCN(C)C (EDCI). The solvent is O (H2O), CN(C)C=O (DMF). Run at time 10 minute. The product is CC=1C=C(OC1C=C1C(NC2=CC=CC=C12)=O)C=1C=C(C(=O)NCCN2CCCC2)C=CC1 (3-(4-methyl-5-((2-oxoindolin-3-ylidene)methyl)furan-2-yl)-N-(2-(pyrrolidin-1-yl)ethyl)benzamide). RXN SMILES: [CH3:1][C:2]1[CH:3]=[C:4]([C:18]2[CH:19]=[C:20]([CH:24]=[CH:25][CH:26]=2)[C:21]([OH:23])=O)[O:5][C:6]=1[CH:7]=[C:8]1[C:16]2[C:11](=[CH:12][CH:13]=[CH:14][CH:15]=2)[NH:10][C:9]1=[O:17].C1C=CC2N(O)N=NC=2C=1.CCN=C=NCCCN(C)C.[N:48]1([CH2:53][CH2:54][NH2:55])[CH2:52][CH2:51][CH2:50][CH2:49]1.CCN(C(C)C)C(C)C>CN(C=O)C.O>[CH3:1][C:2]1[CH:3]=[C:4]([C:18]2[CH:19]=[C:20]([CH:24]=[CH:25][CH:26]=2)[C:21]([NH:55][CH2:54][CH2:53][N:48]2[CH2:52][CH2:51][CH2:50][CH2:49]2)=[O:23])[O:5][C:6]=1[CH:7]=[C:8]1[C:16]2[C:11](=[CH:12][CH:13]=[CH:14][CH:15]=2)[NH:10][C:9]1=[O:17]. Reported procedure: To a solution of 3-(4-methyl-5-((2-oxoindolin-3-ylidene)methyl)furan-2-yl)benzoic acid (40 mg, 0.12 mol) and HOBt (32 mg, 0.24 mol) in DMF (0.5 mL) was added EDCI (46 mg, 0.24 mmol). The reaction was stirred at rt for 10 min and then added 2-(pyrrolidin-1-yl)ethanamine (0.05 mL) followed by DIEA (0.05 mL). The reaction mixture was stirred at rt for 1 h and diluted with H2O (10 mL). The mixture was extracted with EtOAc (3×20 mL), dried over Na2SO4 and concentrated. The crude was purified by prep ...